This data is from the Open Reaction Database (ORD), a public repository of structured organic reaction records. The task is: describe an organic reaction: reactants, conditions, products, and yield The reactants are N1(N=CN=C1)CCCOC=1C=C2CCC(NC2=CC1)=O (6-[3-(1,2,4-triazol-1-yl)propoxy]-3,4-dihydrocarbostyril), CN(C)C=O (DMF), [H-].[Na+] (sodium hydride), C(C)Br (ethyl bromide). The solvent is O (water). Reaction conditions: temperature 60 celsius, time 3 hour. Yields the product C(C)N1C(=O)CCC2=CC(=CC=C12)OCCCN1N=CN=C1 (1-ethyl-6-[3-(1,2,4-triazol-1-yl)propoxy] -3,4-dihydrocarbostyril). RXN SMILES: [N:1]1([CH2:6][CH2:7][CH2:8][O:9][C:10]2[CH:11]=[C:12]3[C:17](=[CH:18][CH:19]=2)[NH:16][C:15](=[O:20])[CH2:14][CH2:13]3)[CH:5]=[N:4][CH:3]=[N:2]1.CN(C=O)C.[H-].[Na+].[CH2:28](Br)[CH3:29]>O>[CH2:28]([N:16]1[C:17]2[C:12](=[CH:11][C:10]([O:9][CH2:8][CH2:7][CH2:6][N:1]3[CH:5]=[N:4][CH:3]=[N:2]3)=[CH:19][CH:18]=2)[CH2:13][CH2:14][C:15]1=[O:20])[CH3:29] |f:2.3|. Procedure details: To a solution of 2 g (7.35 mM) of 6-[3-(1,2,4-triazol-1-yl)propoxy]-3,4-dihydrocarbostyril with 20 ml of DMF was added 350 mg (8.8 mM) of sodium hydride (60% in oil) and the mixture was heated at 60° C. for 30 minutes. Then under ice-cooling condition, 0.6 ml (8.1 mM) of ethyl bromide was added dropwise, further the reaction mixture was stirred at room temperature for 3 hours. To the reaction mixture was added water, then extracted with chloroform, the chloroform layer was washed with water, dri... Starting materials: O=C([O-])[O-], COC(=O)c1ccc(COc2cccnc2)cc1OS(=O)(=O)C(F)(F)F, CCOC(C)=O, [Cs+], [Cs+], CN(C)C=O, Cl[Pd]Cl, Cc1ccccc1B(O)O, c1ccc(P(c2ccccc2)c2ccccc2)cc1, c1ccc(P(c2ccccc2)c2ccccc2)cc1. Product: COC(=O)c1ccc(COc2cccnc2)cc1-c1ccccc1C. Reaction SMILES: [C:37](=[O:38])([O-:39])[O-:40].[CH3:1][O:2][C:3]([c:4]1[c:5]([O:18][S:19]([C:20]([F:21])([F:22])[F:23])(=[O:24])=[O:25])[cH:6][c:7]([CH2:10][O:11][c:12]2[cH:13][n:14][cH:15][cH:16][cH:17]2)[cH:8][cH:9]1)=[O:26].[CH3:48][CH2:49][O:50][C:51](=[O:52])[CH3:53].[Cs+:41].[Cs+:42].[O:43]=[CH:44][N:45]([CH3:46])[CH3:47].[Pd:54]([Cl:55])[Cl:56].[c:27]1([CH3:36])[c:28]([B:33]([OH:34])[OH:35])[cH:29][cH:30][cH:31][cH:32]1.[c:57]1([P:58]([c:59]2[cH:60][cH:61][cH:62][cH:63][cH:64]2)[c:65]2[cH:66][cH:67][cH:68][cH:69][cH:70]2)[cH:71][cH:72][cH:73][cH:74][cH:75]1.[c:76]1([P:77]([c:78]2[cH:79][cH:80][cH:81][cH:82][cH:83]2)[c:84]2[cH:85][cH:86][cH:87][cH:88][cH:89]2)[cH:90][cH:91][cH:92][cH:93][cH:94]1>>[CH3:1][O:2][C:3]([c:4]1[c:5](-[c:28]2[c:27]([CH3:36])[cH:32][cH:31][cH:30][cH:29]2)[cH:6][c:7]([CH2:10][O:11][c:12]2[cH:13][n:14][cH:15][cH:16][cH:17]2)[cH:8][cH:9]1)=[O:26]. Reactants: N(=NC(=O)OCC)C(=O)OCC (Diethyl azodicarboxylate), C(C1=CC=CC=C1)OCCCO (3-benzyloxy-1-propanol), ON1C(C=2C(C1=O)=CC=CC2)=O (N-hydroxyphthalimide), C1(=CC=CC=C1)P(C1=CC=CC=C1)C1=CC=CC=C1 (triphenylphosphine). Run in O1CCCC1 (tetrahydrofuran). The product is C(C1=CC=CC=C1)OCCCON1C(C=2C(C1=O)=CC=CC2)=O (N-(3-Benzyloxyprop-1-oxy)phthalimide). Yield: 99.1%. RXN SMILES: N(C(OCC)=O)=NC(OCC)=O.[CH2:13]([O:20][CH2:21][CH2:22][CH2:23][OH:24])[C:14]1[CH:19]=[CH:18][CH:17]=[CH:16][CH:15]=1.O[N:26]1[C:30](=[O:31])[C:29]2=[CH:32][CH:33]=[CH:34][CH:35]=[C:28]2[C:27]1=[O:36].C1(P(C2C=CC=CC=2)C2C=CC=CC=2)C=CC=CC=1>O1CCCC1>[CH2:13]([O:20][CH2:21][CH2:22][CH2:23][O:24][N:26]1[C:27](=[O:36])[C:28]2=[CH:35][CH:34]=[CH:33][CH:32]=[C:29]2[C:30]1=[O:31])[C:14]1[CH:19]=[CH:18][CH:17]=[CH:16][CH:15]=1. Procedure details: Diethyl azodicarboxylate (15.6 ml 99.4 mmol) added to a solution of 3-benzyloxy-1-propanol (15 g, 90.4 mmol), N-hydroxyphthalimide (14.7 g, 90.1 mmol) and triphenylphosphine (23.7 g, 90.4 mmol) in tetrahydrofuran (450 ml). After 16 hours at 20° C. the solvent was removed under reduced pressure and the residue chromatographed on silica gel (eluted with hexane:acetone, 3:1) to yield the title compound as a yellow oil (27.8 g, 99%). Reactants: [BH4-], O=C([O-])O, CCOC(=O)c1cc([N+](=O)[O-])ccc1N, [Na+], [Na+], O=C1CCCC1, C1CCOC1, O=S(=O)(O)O. Product: CCOC(=O)c1cc([N+](=O)[O-])ccc1NC1CCCC1. Reaction SMILES: [BH4-:22].[C:29](=[O:30])([OH:31])[O-:32].[NH2:1][c:2]1[c:3]([C:4](=[O:5])[O:6][CH2:7][CH3:8])[cH:9][c:10]([N+:13](=[O:14])[O-:15])[cH:11][cH:12]1.[Na+:23].[Na+:33].[O:16]=[C:17]1[CH2:18][CH2:19][CH2:20][CH2:21]1.[O:34]1[CH2:35][CH2:36][CH2:37][CH2:38]1.[S:24](=[O:25])(=[O:26])([OH:27])[OH:28]>>[NH:1]([c:2]1[c:3]([C:4](=[O:5])[O:6][CH2:7][CH3:8])[cH:9][c:10]([N+:13](=[O:14])[O-:15])[cH:11][cH:12]1)[CH:17]1[CH2:18][CH2:19][CH2:20][CH2:21]1. Starting materials: OCCOCc1ccccc1, ClCCl, O=S(Cl)Cl, c1ccncc1. Yields the product ClCCOCc1ccccc1. As a reaction SMILES: [CH2:1]([c:2]1[cH:3][cH:4][cH:5][cH:6][cH:7]1)[O:8][CH2:9][CH2:10][OH:11].[Cl:22][CH2:23][Cl:24].[S:18]([Cl:19])([Cl:20])=[O:21].[cH:12]1[cH:13][cH:14][n:15][cH:16][cH:17]1>>[CH2:1]([c:2]1[cH:3][cH:4][cH:5][cH:6][cH:7]1)[O:8][CH2:9][CH2:10][Cl:20]. The reactants are compound 259, NC=1C=CC(=C(C1)C(=O)C1=C(C=C(C=C1)NC1=C(C=C(C=C1)F)F)Cl)C ((5-Amino-2-methyl-phenyl)-[2-chloro-4-(2,4-difluoro-phenylamino)-phenyl]-methanone), C(#N)C=1C=C(C=CC1)N=C=O (3-Cyanophenyl isocyanate), C(#N)C=1C=C(C=CC1)N=C=O (3-cyanophenyl isocyanate). Solvent: O1CCOCC1 (1,4-dioxan). Run at temperature 50 celsius, time 24 hour. The product is ClC1=C(C(=O)C=2C=C(C=CC2C)NC(=O)NC2=CC(=CC=C2)C#N)C=CC(=C1)NC1=C(C=C(C=C1)F)F (1-{3-[2-Chloro-4-(2,4-difluoro-phenylamino)-benzoyl]-4-methyl-phenyl}-3-(3-cyano-phenyl)-urea). Reaction SMILES: [NH2:1][C:2]1[CH:3]=[CH:4][C:5]([CH3:26])=[C:6]([C:8]([C:10]2[CH:15]=[CH:14][C:13]([NH:16][C:17]3[CH:22]=[CH:21][C:20]([F:23])=[CH:19][C:18]=3[F:24])=[CH:12][C:11]=2[Cl:25])=[O:9])[CH:7]=1.[C:27]([C:29]1[CH:30]=[C:31]([N:35]=[C:36]=[O:37])[CH:32]=[CH:33][CH:34]=1)#[N:28]>O1CCOCC1>[Cl:25][C:11]1[CH:12]=[C:13]([NH:16][C:17]2[CH:22]=[CH:21][C:20]([F:23])=[CH:19][C:18]=2[F:24])[CH:14]=[CH:15][C:10]=1[C:8]([C:6]1[CH:7]=[C:2]([NH:1][C:36]([NH:35][C:31]2[CH:32]=[CH:33][CH:34]=[C:29]([C:27]#[N:28])[CH:30]=2)=[O:37])[CH:3]=[CH:4][C:5]=1[CH3:26])=[O:9]. Procedure details: Compound 494 (0.03 g, 0.08 mmol) was dissolved in 1,4-dioxan (0.5 mL) and 3-cyanophenyl isocyanate (0.017 g, 0.12 mmol) was added. The solution was stirred at 50° C. for 24 h. 3-Cyanophenyl isocyanate (0.09 g, 0.06 mmol) was added. The solution was stirred at 50° C. for 24 h. Work up as described in the preparation of compound 259. The crude product was purified by flash chromatography using MeOH/CH2Cl2 1:100 as the eluent. This afforded the title compound as yellow oil. 13C NMR (DMSO-d6) δ 195.... Starting materials: CS(=O)(=O)OC[C@H]1[C@@H](CC=2N(C3=CC=CC=C3C2)C1)COS(=O)(=O)C (trans-6,7,8,9-tetrahydro-7,8-bis[(methanesulphonyloxy)methyl]pyrido[1,2-a]indole), C[C@@H](C1=CC=CC=C1)N ((S)-α-methylbenzylamine). Run in C(C)O (ethanol). The product is C[C@@H](C1=CC=CC=C1)N1C[C@H]2CC=3N(C=4C=CC=CC4C3)C[C@@H]2C1 (trans-2,3,3a,4,11,11a-hexahydro-2-[alpha(S)-methylbenzyl]-1H-pyrrolo[3',4':4,5]pyrido[1,2-a]indole). RXN SMILES: CS(O[CH2:6][C@@H:7]1[CH2:19][N:11]2[C:12]3[C:17]([CH:18]=[C:10]2[CH2:9][C@H:8]1[CH2:20]OS(C)(=O)=O)=[CH:16][CH:15]=[CH:14][CH:13]=3)(=O)=O.[CH3:26][C@H:27]([NH2:34])[C:28]1[CH:33]=[CH:32][CH:31]=[CH:30][CH:29]=1>C(O)C>[CH3:26][C@H:27]([N:34]1[CH2:6][C@@H:7]2[C@H:8]([CH2:9][C:10]3[N:11]([CH2:19]2)[C:12]2[CH:13]=[CH:14][CH:15]=[CH:16][C:17]=2[CH:18]=3)[CH2:20]1)[C:28]1[CH:33]=[CH:32][CH:31]=[CH:30][CH:29]=1. Reported procedure: A suspension of 11.0 g of trans-6,7,8,9-tetrahydro-7,8-bis[(methanesulphonyloxy)methyl]pyrido[1,2-a]indole [prepared as described in Example 14(iv)] in 60 ml of ethanol was treated with 26 ml of (S)-α-methylbenzylamine and heated to reflux for 18 hours. The cooled solution was concentrated and the precipitate was filtered off and purified by chromatography on silica gel using ethyl acetate/petroleum ether (2:1) for the elution. There were obtained 2.1 g of trans-2,3,3a,4,11,11a-hexahydro-2-[alph...